describe an organic reaction: reactants, conditions, products, and yield From a dataset of the Open Reaction Database (ORD), a public repository of structured organic reaction records. Starting materials: C1(CCCCC1)N1C(=NC=C(C1=O)C(=O)OCC)C1=CC=CC=C1 (Ethyl 1-cyclohexyl-1,6-dihydro-6-oxo-2-phenyl-5-pyrimidinecarboxyate), C1(CCCCC1)N1C(=NC=C(C1=O)C(=O)OCC)C1=CC=CC=C1 (ethyl 1-cyclohexyl-1,6-dihydro-6-oxo-2-phenyl-5-pyrimidinecarboxyate), [I-].[Li+] (lithium iodide). Run in C(C)(=O)OCC (ethyl acetate). The product is C1(CCCCC1)N1C(=NC=C(C1=O)C(=O)O)C1=CC=CC=C1 (1-cyclohexyl-1,6-dihydro-6-oxo-2-phenyl-5-pyrimidinecarboxylic acid). Isolated yield 45.0%. RXN SMILES: [CH:1]1([N:7]2[C:12](=[O:13])[C:11]([C:14]([O:16]CC)=[O:15])=[CH:10][N:9]=[C:8]2[C:19]2[CH:24]=[CH:23][CH:22]=[CH:21][CH:20]=2)[CH2:6][CH2:5][CH2:4][CH2:3][CH2:2]1.[I-].[Li+]>C(OCC)(=O)C>[CH:1]1([N:7]2[C:12](=[O:13])[C:11]([C:14]([OH:16])=[O:15])=[CH:10][N:9]=[C:8]2[C:19]2[CH:20]=[CH:21][CH:22]=[CH:23][CH:24]=2)[CH2:6][CH2:5][CH2:4][CH2:3][CH2:2]1 |f:1.2|. Procedure details: Ethyl 1-cyclohexyl-1,6-dihydro-6-oxo-2-phenyl-5-pyrimidinecarboxyate (1.41 g, 4.32 mmol) (i.e. the product from Example 11, Step A) was dissolved in ethyl acetate and treated with lithium iodide (powder, 1.72 g, 12.8 mmol) and heated to reflux for 16 h. The crude reaction mixture was concentrated under reduced pressure and then aqueous sodium bicarbonate was added and the resulting solution was extracted with ethyl acetate which was then discarded. The aqueous layer was made acidic with hydrochl... The reactants are OCCN1C(NC2=CC=CC=C2C1C)=O (3,4-dihydro-3-(2-hydroxyethyl)-4-methyl-2(1H)-quinazolinone), S(=O)(Cl)Cl (thionyl chloride). Solvent: ClC(Cl)Cl (trichloromethane). The product is ClCCN1C(NC2=CC=CC=C2C1C)=O (3-(2-chloroethyl)-3,4-dihydro-4-methyl-2(1H)-quinazolinone). As a reaction SMILES: O[CH2:2][CH2:3][N:4]1[CH:13]([CH3:14])[C:12]2[C:7](=[CH:8][CH:9]=[CH:10][CH:11]=2)[NH:6][C:5]1=[O:15].S(Cl)([Cl:18])=O>ClC(Cl)Cl>[Cl:18][CH2:2][CH2:3][N:4]1[CH:13]([CH3:14])[C:12]2[C:7](=[CH:8][CH:9]=[CH:10][CH:11]=2)[NH:6][C:5]1=[O:15]. Procedure details: A mixture of 8 parts of 3,4-dihydro-3-(2-hydroxyethyl)-4-methyl-2(1H)-quinazolinone, 8 parts of thionyl chloride and 90 parts of trichloromethane is stirred and refluxed for 1.50 hours. The reaction mixture is evaporated. The residue is purified by column-chromatography over silica gel using a mixture of trichloromethane and methanol (95:5 by volume) as eluent. The pure fractions are collected and the eluent is evaporated. The residue is stirred in 2,2'-oxybispropane. The product is filtered off... Reactants: C(C)OC(=O)C1=CNC2=C1N=CN=C2Cl (4-chloro-5H-pyrrolo[3,2-d]pyrimidine-7-carboxylic acid ethyl ester), C1(CC1)COC1=C(C=C(C=C1)C(C)=O)B1OC(C(O1)(C)C)(C)C (1-[4-cyclopropylmethoxy-3-(4,4,5,5-tetramethyl-[1,3,2]dioxaborolan-2-yl)-phenyl]-ethanone). Yields the product C(C)OC(=O)C1=CNC2=C1N=CN=C2C2=C(C=CC(=C2)C(C)=O)OCC2CC2 (4-(5-Acetyl-2-cyclopropylmethoxy-phenyl)-5H-pyrrolo[3,2-d]pyrimidine-7-carboxylic acid ethyl ester). As a reaction SMILES: [CH2:1]([O:3][C:4]([C:6]1[C:10]2[N:11]=[CH:12][N:13]=[C:14](Cl)[C:9]=2[NH:8][CH:7]=1)=[O:5])[CH3:2].[CH:16]1([CH2:19][O:20][C:21]2[CH:26]=[CH:25][C:24]([C:27](=[O:29])[CH3:28])=[CH:23][C:22]=2B2OC(C)(C)C(C)(C)O2)[CH2:18][CH2:17]1>>[CH2:1]([O:3][C:4]([C:6]1[C:10]2[N:11]=[CH:12][N:13]=[C:14]([C:26]3[CH:25]=[C:24]([C:27](=[O:29])[CH3:28])[CH:23]=[CH:22][C:21]=3[O:20][CH2:19][CH:16]3[CH2:18][CH2:17]3)[C:9]=2[NH:8][CH:7]=1)=[O:5])[CH3:2]. Reported procedure: Starting from 4-chloro-5H-pyrrolo[3,2-d]pyrimidine-7-carboxylic acid ethyl ester and 1-[4-cyclopropylmethoxy-3-(4,4,5,5-tetramethyl-[1,3,2]dioxaborolan-2-yl)-phenyl]-ethanone (example A46) the title compound is obtained as colorless solid. Reactants: FC(C=1C=C(CC=2OC3=C(C2)C=CC=C3)C=CC1)(F)F (2-(3-trifluoromethylbenzyl)benzofuran), C(C1=CC=C(C=C1)OC)(=O)Cl (p-anisoyl chloride). Yields the product COC1=CC=C(C(=O)C2=C(OC3=C2C=CC=C3)CC3=CC(=CC=C3)C(F)(F)F)C=C1 (3-(4-methoxybenzoyl)-2-(3-trifluoromethylbenzyl)benzofuran). As a reaction SMILES: [F:1][C:2]([F:20])([F:19])[C:3]1[CH:4]=[C:5]([CH:16]=[CH:17][CH:18]=1)[CH2:6][C:7]1[O:8][C:9]2[CH:15]=[CH:14][CH:13]=[CH:12][C:10]=2[CH:11]=1.[C:21](Cl)(=[O:30])[C:22]1[CH:27]=[CH:26][C:25]([O:28][CH3:29])=[CH:24][CH:23]=1>>[CH3:29][O:28][C:25]1[CH:26]=[CH:27][C:22]([C:21]([C:11]2[C:10]3[CH:12]=[CH:13][CH:14]=[CH:15][C:9]=3[O:8][C:7]=2[CH2:6][C:5]2[CH:16]=[CH:17][CH:18]=[C:3]([C:2]([F:1])([F:19])[F:20])[CH:4]=2)=[O:30])=[CH:23][CH:24]=1. Procedure: Acylation of 2-(3-trifluoromethylbenzyl)benzofuran with p-anisoyl chloride is carried out as outlined in the procedure of Example 1 to give 3-(4-methoxybenzoyl)-2-(3-trifluoromethylbenzyl)benzofuran. The reactants are Br, O=C(NC1N=C(c2ccccc2)c2ccccc2NC1=O)OCc1ccccc1, CC(=O)O, CCOCC. Yields the product NC1N=C(c2ccccc2)c2ccccc2NC1=O. RXN SMILES: [BrH:30].[CH2:1]([O:2][C:3](=[O:4])[NH:11][CH:12]1[N:13]=[C:14]([c:24]2[cH:25][cH:26][cH:27][cH:28][cH:29]2)[c:15]2[c:16]([cH:20][cH:21][cH:22][cH:23]2)[NH:17][C:18]1=[O:19])[c:5]1[cH:6][cH:7][cH:8][cH:9][cH:10]1.[CH3:31][C:32](=[O:33])[OH:34].[CH3:35][CH2:36][O:37][CH2:38][CH3:39]>>[NH2:11][CH:12]1[N:13]=[C:14]([c:24]2[cH:25][cH:26][cH:27][cH:28][cH:29]2)[c:15]2[c:16]([cH:20][cH:21][cH:22][cH:23]2)[NH:17][C:18]1=[O:19]. The reactants are CCCCCC, CC(=O)OC(C)=O, Nc1cccc2c1CCCC2. Yields the product CC(=O)Nc1cccc2c1CCCC2. RXN SMILES: [CH3:19][CH2:20][CH2:21][CH2:22][CH2:23][CH3:24].[CH3:1][C:2]([O:3][C:5]([CH3:6])=[O:7])=[O:4].[NH2:8][c:9]1[cH:10][cH:11][cH:12][c:13]2[c:18]1[CH2:17][CH2:16][CH2:15][CH2:14]2>>[C:5]([CH3:6])(=[O:7])[NH:8][c:9]1[cH:10][cH:11][cH:12][c:13]2[c:18]1[CH2:17][CH2:16][CH2:15][CH2:14]2. The reactants are BrC1=C(C=NN1C(C)(C)C)C=1SC=C(N1)CC(=O)NCC1CCOCC1 (2-(2-(5-bromo-1-tert-butyl-1H-pyrazol-4-yl)thiazol-4-yl)-N-((tetrahydro-2H-pyran-4-yl)methyl)acetamide), C(#N)C1=CC=C(C=C1)B(O)O (4-cyanophenylboronic acid), P(=O)([O-])([O-])[O-].[K+].[K+].[K+] (tripotassium phosphate), COC=1C=CC=C(C1C=2C=CC=CC2P(C3CCCCC3)C4CCCCC4)OC (S-Phos). The reagents and catalysts are C(C)(=O)[O-].[Pd+2].C(C)(=O)[O-] (palladium(II) acetate). Solvent: C1(=CC=CC=C1)C (toluene), O (Water). Product: C(C)(C)(C)N1N=CC(=C1C1=CC=C(C=C1)C#N)C=1SC=C(N1)CC(=O)NCC1CCOCC1 (2-{2-[1-tert-butyl-5-(4-cyanophenyl)-1H-pyrazol-4-yl]-1,3-thiazol-4-yl}-N-(tetrahydro-2H-pyran-4-ylmethyl)acetamide). The yield is 56.1%. RXN SMILES: Br[C:2]1[N:6]([C:7]([CH3:10])([CH3:9])[CH3:8])[N:5]=[CH:4][C:3]=1[C:11]1[S:12][CH:13]=[C:14]([CH2:16][C:17]([NH:19][CH2:20][CH:21]2[CH2:26][CH2:25][O:24][CH2:23][CH2:22]2)=[O:18])[N:15]=1.[C:27]([C:29]1[CH:34]=[CH:33][C:32](B(O)O)=[CH:31][CH:30]=1)#[N:28].P([O-])([O-])([O-])=O.[K+].[K+].[K+].COC1C=CC=C(OC)C=1C1C=CC=CC=1P(C1CCCCC1)C1CCCCC1>C1(C)C=CC=CC=1.C([O-])(=O)C.[Pd+2].C([O-])(=O)C.O>[C:7]([N:6]1[C:2]([C:32]2[CH:33]=[CH:34][C:29]([C:27]#[N:28])=[CH:30][CH:31]=2)=[C:3]([C:11]2[S:12][CH:13]=[C:14]([CH2:16][C:17]([NH:19][CH2:20][CH:21]3[CH2:26][CH2:25][O:24][CH2:23][CH2:22]3)=[O:18])[N:15]=2)[CH:4]=[N:5]1)([CH3:10])([CH3:9])[CH3:8] |f:2.3.4.5,8.9.10|. Procedure details: A solution of 2-(2-(5-bromo-1-tert-butyl-1H-pyrazol-4-yl)thiazol-4-yl)-N-((tetrahydro-2H-pyran-4-yl)methyl)acetamide (102 mg, 0.23 mmol), 4-cyanophenylboronic acid (50.9 mg, 0.35 mmol), tripotassium phosphate (98 mg, 0.46 mmol), S-Phos (7.59 mg, 0.02 mmol) and palladium(II) acetate (2.075 mg, 9.24 μmol) in toluene (1.5 ml) was stirred under an argon atmosphere at 90° C. for 20 hr. Water was added to the reaction solution, and the mixture was extracted with ethyl acetate. The organic layer was wa...